This data is from the Open Reaction Database (ORD), a public repository of structured organic reaction records. The task is: describe an organic reaction: reactants, conditions, products, and yield Reaction conditions: temperature 100 celsius, time 2 hour. The yield is 99.3%. The reactants are BrC=1C(=NC(=NC1CCCCCC)O)CCCCCC (5-bromo-4,6-dihexylpyrimidin-2-ol), CN(C1=CC=CC=C1)C (N,N-dimethylaniline), P(=O)(Cl)(Cl)Cl (phosphoryl chloride), ice water. Reaction SMILES: [Br:1][C:2]1[C:3]([CH2:15][CH2:16][CH2:17][CH2:18][CH2:19][CH3:20])=[N:4][C:5](O)=[N:6][C:7]=1[CH2:8][CH2:9][CH2:10][CH2:11][CH2:12][CH3:13].CN(C)C1C=CC=CC=1.P(Cl)(Cl)([Cl:32])=O>>[Br:1][C:2]1[C:3]([CH2:15][CH2:16][CH2:17][CH2:18][CH2:19][CH3:20])=[N:4][C:5]([Cl:32])=[N:6][C:7]=1[CH2:8][CH2:9][CH2:10][CH2:11][CH2:12][CH3:13]. Procedure: To 19.6 g (57.1 mmol) of 5-bromo-4,6-dihexylpyrimidin-2-ol was added 2.8 g (23 mmol) of N,N-dimethylaniline, and 40.8 g (266 mmol) of phosphoryl chloride was added under a nitrogen atmosphere, and the mixture was stirred at 100° C. for 2 hours. The resultant mixed liquid was cooled down to room temperature, then, 200 g of ice water was added, and the mixture was extracted with MTBE, washed with water and saturated saline in this order, dried over magnesium sulfate and concentrated. The resultant... Yields the product BrC=1C(=NC(=NC1CCCCCC)Cl)CCCCCC (5-bromo-2-chloro-4,6-dihexylpyrimidine). The reactants are [I-].C(C)(C)(C)OC(=O)N1CC(C1)[Zn+] ((1-(tert-butoxycarbonyl)azetidin-3-yl)zinc(II) iodide), solution, BrC=1C(=C(C=C(C1)C#N)N(C(OC(C)(C)C)=O)CC1=CC=C(C=C1)OC)Cl (tert-butyl (3-bromo-2-chloro-5-cyanophenyl)(4-methoxybenzyl)carbamate). Reagents/catalysts: C1=CC=C(C=C1)P([C-]2C=CC=C2)C3=CC=CC=C3.C1=CC=C(C=C1)P([C-]2C=CC=C2)C3=CC=CC=C3.Cl[Pd]Cl.[Fe+2] (dichloro[1,1′-bis(diphenylphosphino)ferrocene]palladium(II)), [Cu]I (copper(I) iodide). Run in CN(C(C)=O)C (N,N-dimethylacetamide), CN(C(C)=O)C (N,N-Dimethylacetamide). Conditions: temperature 80 celsius, time 30 minute. Yields the product C(C)(C)(C)OC(=O)N(C=1C(=C(C=C(C1)C#N)C1CN(C1)C(=O)OC(C)(C)C)Cl)CC1=CC=C(C=C1)OC (tert-butyl 3-(3-((tert-butoxycarbonyl)(4-methoxybenzyl)amino)-2-chloro-5-cyanophenyl)azetidine-1-carboxylate). As a reaction SMILES: Br[C:2]1[C:3]([Cl:27])=[C:4]([N:10]([CH2:18][C:19]2[CH:24]=[CH:23][C:22]([O:25][CH3:26])=[CH:21][CH:20]=2)[C:11](=[O:17])[O:12][C:13]([CH3:16])([CH3:15])[CH3:14])[CH:5]=[C:6]([C:8]#[N:9])[CH:7]=1.[I-].[C:29]([O:33][C:34]([N:36]1[CH2:39][CH:38]([Zn+])[CH2:37]1)=[O:35])([CH3:32])([CH3:31])[CH3:30]>CN(C)C(=O)C.C1C=CC(P(C2C=CC=CC=2)[C-]2C=CC=C2)=CC=1.C1C=CC(P(C2C=CC=CC=2)[C-]2C=CC=C2)=CC=1.Cl[Pd]Cl.[Fe+2].[Cu]I>[C:13]([O:12][C:11]([N:10]([CH2:18][C:19]1[CH:24]=[CH:23][C:22]([O:25][CH3:26])=[CH:21][CH:20]=1)[C:4]1[C:3]([Cl:27])=[C:2]([CH:38]2[CH2:37][N:36]([C:34]([O:33][C:29]([CH3:32])([CH3:31])[CH3:30])=[O:35])[CH2:39]2)[CH:7]=[C:6]([C:8]#[N:9])[CH:5]=1)=[O:17])([CH3:16])([CH3:15])[CH3:14] |f:1.2,4.5.6.7|. Procedure: A mixture of tert-butyl (3-bromo-2-chloro-5-cyanophenyl)(4-methoxybenzyl)carbamate (1 g, 1.882 mmol), dichloro[1,1′-bis(diphenylphosphino)ferrocene]palladium(II) (0.129 g, 0.188 mmol), and copper(I) iodide (0.072 g, 0.376 mmol) in N,N-Dimethylacetamide (0.6 mL) in a dry microwave vial was evacuated and backfilled with N2 for 3 times. (1-(tert-butoxycarbonyl)azetidin-3-yl)zinc(II) iodide (5.94 mL, 5.64 mmol, approximately 0.95 M solution in N,N-dimethylacetamide prepared as described in the Journ... The reactants are CO, CC(=O)N1CCC(C)(C)c2ccc([N+](=O)[O-])cc21. Product: CC(=O)N1CCC(C)(C)c2ccc(N)cc21. RXN SMILES: [CH3:19][OH:20].[CH3:1][C:2]1([CH3:18])[CH2:3][CH2:4][N:5]([C:15]([CH3:16])=[O:17])[c:6]2[cH:7][c:8]([N+:12]([O-:13])=[O:14])[cH:9][cH:10][c:11]21>>[CH3:1][C:2]1([CH3:18])[CH2:3][CH2:4][N:5]([C:15]([CH3:16])=[O:17])[c:6]2[cH:7][c:8]([NH2:12])[cH:9][cH:10][c:11]21. Starting materials: CCCC[N+](CCCC)(CCCC)CCCC, CC(C)=NOCC1C(NC(=O)OC(C)(C)C)C(=O)N1S(=O)(=O)O, COc1ccccc1, Cc1ccccc1, O=C(O)C(F)(F)F. Product: CC(C)=NOCC1C(N)C(=O)N1S(=O)(=O)O. RXN SMILES: [CH2:1]([N+:2]([CH2:3][CH2:4][CH2:5][CH3:6])([CH2:7][CH2:8][CH2:9][CH3:10])[CH2:11][CH2:12][CH2:13][CH3:14])[CH2:15][CH2:16][CH3:17].[CH3:18][C:19]([CH3:20])=[N:21][O:22][CH2:23][CH:24]1[N:25]([S:37](=[O:38])(=[O:39])[OH:40])[C:26](=[O:36])[CH:27]1[NH:28][C:29]([O:30][C:31]([CH3:32])([CH3:33])[CH3:34])=[O:35].[CH3:48][O:49][c:50]1[cH:51][cH:52][cH:53][cH:54][cH:55]1.[CH3:56][c:57]1[cH:58][cH:59][cH:60][cH:61][cH:62]1.[OH:41][C:42]([C:43]([F:44])([F:45])[F:46])=[O:47]>>[CH3:18][C:19]([CH3:20])=[N:21][O:22][CH2:23][CH:24]1[N:25]([S:37](=[O:38])(=[O:39])[OH:40])[C:26](=[O:36])[CH:27]1[NH2:28]. Starting materials: [OH-].[Na+] (sodium hydroxide), solution, CS(=O)C (dimethylsulfoxide), ClC1=CC=C(C=C1)CC#N (4-chlorophenylacetonitrile), BrCCCC1=CC=CC=C1 (1-bromo-3-phenylpropane). Solvent: O (water). Yields the product ClC1=CC=C(C=C1)C(C#N)CCCC1=CC=CC=C1 (2-(4-chlorophenyl)-5-phenylvaleronitrile). Reaction SMILES: [OH-].[Na+].CS(C)=O.[Cl:7][C:8]1[CH:13]=[CH:12][C:11]([CH2:14][C:15]#[N:16])=[CH:10][CH:9]=1.Br[CH2:18][CH2:19][CH2:20][C:21]1[CH:26]=[CH:25][CH:24]=[CH:23][CH:22]=1>O>[Cl:7][C:8]1[CH:13]=[CH:12][C:11]([CH:14]([CH2:18][CH2:19][CH2:20][C:21]2[CH:26]=[CH:25][CH:24]=[CH:23][CH:22]=2)[C:15]#[N:16])=[CH:10][CH:9]=1 |f:0.1|. Reported procedure: 2 ml of an aqueous sodium hydroxide (1.08 g) solution was added to a 10 ml solution of dimethylsulfoxide containing 1.0 g (6.6 mmole) of 4-chlorophenylacetonitrile and 1.3 g (6.6 mmole) of 1-bromo-3-phenylpropane at room temperature. After stirring for 2 hours under the same conditions, water was added to the reaction mixture and the mixture was extracted with 10 ml of n-hexane, dried, and condensed under reduced pressure to obtain 1.78 g (yield: quantitative) of 2-(4-chlorophenyl)-5-phenylvaler... Starting materials: C(=O)(C(F)(F)F)O (TFA), N1=CC=C(C=C1)N1CCC2(CC1)CCN(CCC2)C(=O)OC(C)(C)C (tert-butyl 3-(pyridin-4-yl)-3,9-diazaspiro[5.6]dodecane-9-carboxylate). Run in C(Cl)Cl (methylene chloride). Conditions: time 2 hour. Product: N1=CC=C(C=C1)N1CCC2(CC1)CCNCCC2 (3-(Pyridin-4-yl)-3,9-diazaspiro[5.6]dodecane). RXN SMILES: C(O)(C(F)(F)F)=O.[N:8]1[CH:13]=[CH:12][C:11]([N:14]2[CH2:19][CH2:18][C:17]3([CH2:25][CH2:24][CH2:23][N:22](C(OC(C)(C)C)=O)[CH2:21][CH2:20]3)[CH2:16][CH2:15]2)=[CH:10][CH:9]=1>C(Cl)Cl>[N:8]1[CH:9]=[CH:10][C:11]([N:14]2[CH2:19][CH2:18][C:17]3([CH2:25][CH2:24][CH2:23][NH:22][CH2:21][CH2:20]3)[CH2:16][CH2:15]2)=[CH:12][CH:13]=1. Reported procedure: TFA (1.0 ml) was added to a solution of tert-butyl 3-(pyridin-4-yl)-3,9-diazaspiro[5.6]dodecane-9-carboxylate (250 mg, 0.724 mmol) in methylene chloride (3 ml) at 0° C. and the resulting reaction mixture was stirred at RT for 2 h. The solvent was evaporated under reduced pressure and the residue was azeotroped with toluene to give the desired product which was used in the next step without further purification. Starting materials: 67g, C(C)(C)(C)C1=CC=CC=C1 (tert-butylbenzene), C(C(C)C)(=O)Cl (isobutyryl chloride). Yields the product C(C)(C)(C)C1=CC=C(C=C1)C(C(C)C)=O (4'-tert-Butyl-2-methylpropiophenone). RXN SMILES: [C:1]([C:5]1[CH:10]=[CH:9][CH:8]=[CH:7][CH:6]=1)([CH3:4])([CH3:3])[CH3:2].[C:11](Cl)(=[O:15])[CH:12]([CH3:14])[CH3:13]>>[C:1]([C:5]1[CH:10]=[CH:9][C:8]([C:11](=[O:15])[CH:12]([CH3:14])[CH3:13])=[CH:7][CH:6]=1)([CH3:4])([CH3:3])[CH3:2]. Procedure: The procedure of Example 3 was followed for the reaction of 67g (0.5 mole) of tert-butylbenzene with 53.3g (0.5 mole) of isobutyryl chloride. Obtained after high vacuum concentration was 88g of a clear liquid; ir (film) 3.4 (m), 5.95 (s), 8.2 (s), 10.2 (s) microns; nmr (CDCl3) 7.65 (4H, d of d) 3.50 (1H, quintet), 1.28 (9H, s) 1.15(6H, d) ppm. A VPC analysis indicated one pure product. The product is CC(Cc1ccc(OCC(=O)O)cc1)N1CCOC(c2csc(Cl)n2)C1. RXN SMILES: [C:1](=[O:2])([O:3][CH3:4])[CH2:5][O:6][c:7]1[cH:8][cH:9][c:10]([CH2:13][CH:14]([CH3:15])[N:16]2[CH2:17][CH:18]([c:22]3[n:23][c:24]([Cl:27])[s:25][cH:26]3)[O:19][CH2:20][CH2:21]2)[cH:11][cH:12]1.[CH2:31]([Cl:32])[Cl:33].[CH3:34][OH:35].[ClH:30].[Na+:29].[OH-:28]>>[C:1](=[O:2])([OH:3])[CH2:5][O:6][c:7]1[cH:8][cH:9][c:10]([CH2:13][CH:14]([CH3:15])[N:16]2[CH2:17][CH:18]([c:22]3[n:23][c:24]([Cl:27])[s:25][cH:26]3)[O:19][CH2:20][CH2:21]2)[cH:11][cH:12]1. Reactants: COC(=O)COc1ccc(CC(C)N2CCOC(c3csc(Cl)n3)C2)cc1, ClCCl, CO, Cl, [Na+], [OH-]. Yields the product N(C1=CC=CC=C1)C(=O)C1=CC2=C(N(C=N2)C(CC(=O)O)C2=CC=CC=C2)C=C1 (3-[5-(Anilinocarbonyl)-1H-benzimidazol-1-yl]-3-phenylpropanoic acid), Phase I. The solvent is Cl (hydrochloric acid). Starting materials: N(C1=CC=CC=C1)C(=O)C1=CC2=C(N(C=N2)C(CC(=O)OCC)C2=CC=CC=C2)C=C1 (ethyl 3-[5-(anilinocarbonyl)-1H-benzimidazol-1-yl]-3-phenylpropanoate), solution, C(C)#N (acetonitrile). Reaction conditions: time 96 hour. Procedure details: A solution of ethyl 3-[5-(anilinocarbonyl)-1H-benzimidazol-1-yl]-3-phenylpropanoate (27 mg, 65 μmol) in a mixture of hydrochloric acid (20 mL of a 5N solution) and acetonitrile (15 mL) was stirred at room temperature for 96 hours. The resulting suspension was then concentrated and filtered, and the resulting solid dried in vacuo over P2O5 to afford the title compound, [LCMS (Method A, Mobile Phase I) RT=4.54 min, MH+ 386]. Reaction SMILES: [NH:1]([C:8]([C:10]1[CH:31]=[CH:30][C:13]2[N:14]([CH:17]([C:24]3[CH:29]=[CH:28][CH:27]=[CH:26][CH:25]=3)[CH2:18][C:19]([O:21]CC)=[O:20])[CH:15]=[N:16][C:12]=2[CH:11]=1)=[O:9])[C:2]1[CH:7]=[CH:6][CH:5]=[CH:4][CH:3]=1.C(#N)C>Cl>[NH:1]([C:8]([C:10]1[CH:31]=[CH:30][C:13]2[N:14]([CH:17]([C:24]3[CH:25]=[CH:26][CH:27]=[CH:28][CH:29]=3)[CH2:18][C:19]([OH:21])=[O:20])[CH:15]=[N:16][C:12]=2[CH:11]=1)=[O:9])[C:2]1[CH:3]=[CH:4][CH:5]=[CH:6][CH:7]=1. The reactants are COC(=O)C1=CCC2CCC1N2C, CN, CO, N#CC1C=CC=CC=C1, [Na+], [OH-]. Product: CN1C2CC=C(C#N)C1CC2. As a reaction SMILES: [CH3:1][N:2]1[CH:3]2[C:4]([C:10]([O:11][CH3:12])=[O:13])=[CH:5][CH2:6][CH:7]1[CH2:8][CH2:9]2.[CH3:23][NH2:24].[CH3:27][OH:28].[CH:14]1([C:15]#[N:22])[CH:16]=[CH:17][CH:18]=[CH:19][CH:20]=[CH:21]1.[Na+:26].[OH-:25]>>[CH3:1][N:2]1[CH:3]2[C:4]([C:10]#[N:22])=[CH:5][CH2:6][CH:7]1[CH2:8][CH2:9]2.